describe an organic reaction: reactants, conditions, products, and yield From a dataset of the Open Reaction Database (ORD), a public repository of structured organic reaction records. Starting materials: [Br-], CN(C)C=O, [Li+], [Li+], [Li+], O=C1c2cc([N+](=O)[O-])ccc2CCCC1Br, O=C([O-])[O-], O. Yields the product O=C1C=CCCc2ccc([N+](=O)[O-])cc21. RXN SMILES: [Br-:8].[CH3:26][N:27]([CH3:28])[CH:29]=[O:30].[Li+:1].[Li+:2].[Li+:7].[N+:9](=[O:10])([O-:11])[c:12]1[cH:13][c:14]2[c:15]([cH:23][cH:24]1)[CH2:16][CH2:17][CH2:18][CH:19]([Br:22])[C:20]2=[O:21].[O-:3][C:4](=[O:5])[O-:6].[OH2:25]>>[N+:9](=[O:10])([O-:11])[c:12]1[cH:13][c:14]2[c:15]([cH:23][cH:24]1)[CH2:16][CH2:17][CH:18]=[CH:19][C:20]2=[O:21]. Product: Cl.C(CC)N(CCC)CC1=CN=C(O1)C=1N=CN2C1[C@H]1N(C(C3=C2C=CS3)=O)CC1 ((S)-1-(5-dipropylaminomethyl-oxazol-2-yl)-11,11a-dihydro-8H,10H-azeto[1,2-a]imidazo[5,1-c]thieno[3,2-e][1,4]diazepin-8-one hydrochloride). Isolated yield 87.7%. As a reaction SMILES: [CH2:1]([N:4]([CH2:8][C:9]1[O:13][C:12]([C:14]2[N:15]=[CH:16][N:17]3[C:23]4[CH:24]=[CH:25][S:26][C:22]=4[C:21](=[O:27])[N:20]4[CH2:28][CH2:29][C@H:19]4[C:18]=23)=[N:11][CH:10]=1)[CH2:5][CH2:6][CH3:7])[CH2:2][CH3:3].[ClH:30]>C(OCC)(=O)C>[ClH:30].[CH2:1]([N:4]([CH2:8][C:9]1[O:13][C:12]([C:14]2[N:15]=[CH:16][N:17]3[C:23]4[CH:24]=[CH:25][S:26][C:22]=4[C:21](=[O:27])[N:20]4[CH2:28][CH2:29][C@H:19]4[C:18]=23)=[N:11][CH:10]=1)[CH2:5][CH2:6][CH3:7])[CH2:2][CH3:3] |f:3.4|. Procedure: 0.92 g (0.00224 mol) of (S)-1-(5-dipropylaminomethyl-oxazol-2-yl)-11,11a-dihydro-8H,10H-azeto[1,2-a]imidazo[5,1-c]thieno[3,2-e][1,4]diazepin-8-one in 50 ml of ethyl acetate was treated with 0.67 ml (0.00246 mol) of 3.7N ethanolic hydrochloric acid. After stirring at 0° for 1/2 hr. the suspension was suction filtered. The yellowish crystals were dissolved in hot acetonitrile and recrystallized by the addition of ether. There was obtained 0.88 g (88%) of (S)-1-(5-dipropylaminomethyl-oxazol-2-yl)-1... Reaction conditions: time 0.5 hour. The solvent is C(C)(=O)OCC (ethyl acetate). Reactants: C(CC)N(CCC)CC1=CN=C(O1)C=1N=CN2C1[C@H]1N(C(C3=C2C=CS3)=O)CC1 ((S)-1-(5-dipropylaminomethyl-oxazol-2-yl)-11,11a-dihydro-8H,10H-azeto[1,2-a]imidazo[5,1-c]thieno[3,2-e][1,4]diazepin-8-one), Cl (hydrochloric acid). Starting materials: FC=1C=C(C=C(C1)F)CC(=O)N[C@@H](C)C(=O)O (N-(3,5-difluorophenylacetyl)-L-alanine), solid, Cl.N[C@H](C(=O)OC)CCC (methyl (S)-2-aminopentanoate hydrochloride). The product is FC=1C=C(C=C(C1)F)CC(=O)N[C@@H](C)C(=O)N[C@H](C(=O)OC)CCC (Methyl N-[N-(3,5-difluorophenylacetyl)-L-alaninyl]-(S)-2-aminopentanoate). RXN SMILES: [F:1][C:2]1[CH:3]=[C:4]([CH2:9][C:10]([NH:12][C@H:13]([C:15]([OH:17])=O)[CH3:14])=[O:11])[CH:5]=[C:6]([F:8])[CH:7]=1.Cl.[NH2:19][C@@H:20]([CH2:25][CH2:26][CH3:27])[C:21]([O:23][CH3:24])=[O:22]>>[F:8][C:6]1[CH:5]=[C:4]([CH2:9][C:10]([NH:12][C@H:13]([C:15]([NH:19][C@@H:20]([CH2:25][CH2:26][CH3:27])[C:21]([O:23][CH3:24])=[O:22])=[O:17])[CH3:14])=[O:11])[CH:3]=[C:2]([F:1])[CH:7]=1 |f:1.2|. Reported procedure: Following General Procedure C and using N-(3,5-difluorophenylacetyl)-L-alanine (from Example B2 above) and methyl (S)-2-aminopentanoate hydrochloride (prepared from (S)-2-aminopentanoic acid (Novabiochem) using General Procedure H), the title compound was prepared as a solid (mp=154-155° C.). The product is BrCC(=O)NC1=C(C=CC(=C1)OCC1=CC=CC=C1)O (2-α-bromoacetamido-4-benzyloxyphenol). Reaction SMILES: [Br:1][CH2:2][C:3]([OH:5])=O.[NH2:6][C:7]1[CH:12]=[C:11]([O:13][CH2:14][C:15]2[CH:20]=[CH:19][CH:18]=[CH:17][CH:16]=2)[CH:10]=[CH:9][C:8]=1[OH:21]>C1COCC1>[Br:1][CH2:2][C:3]([NH:6][C:7]1[CH:12]=[C:11]([O:13][CH2:14][C:15]2[CH:20]=[CH:19][CH:18]=[CH:17][CH:16]=2)[CH:10]=[CH:9][C:8]=1[OH:21])=[O:5]. Starting materials: BrCC(=O)O (Bromoacetic acid), dicyclohexyldicarbodiimide, NC1=C(C=CC(=C1)OCC1=CC=CC=C1)O (2-amino-4-benzyloxyphenol). Isolated yield 505.7%. Procedure details: Bromoacetic acid (13.9 g, 0.01 mole) and dicyclohexyldicarbodiimide (DCCD, 20.6 g, 0.01 mole) were added at room temperature under stirring to the amine ((b), 21.5 g, 0.01 mole) in THF (200 ml). After 1 hour the reaction mixture was filtered and the liquid evaporated to dryness under vacuum. The residue was crystallized from acetic acid (50 ml) to give the bromoamide ((c), 17 g, 50%) as white prisms. The product structure was confirmed by NMR analysis. The solvent is C1CCOC1 (THF). Starting materials: ClC=1C=CC(=C(C1)O)[N+](=O)[O-] (5-chloro-2-nitrophenol), C([O-])([O-])=O.[K+].[K+] (potassium carbonate), CC(CO)=C (2-methyl-2-propen-1-ol). Solvent: CC(CC)=O (2-butanone). Conditions: temperature 80 celsius. Product: ClC1=CC(=C(C=C1)[N+](=O)[O-])OCC(=C)C (4-chloro-2-(2-methyl-2-propen-1-yloxy)nitrobenzene). The yield is 84.0%. Reaction SMILES: [Cl:1][C:2]1[CH:3]=[CH:4][C:5]([N+:9]([O-:11])=[O:10])=[C:6]([OH:8])[CH:7]=1.C(=O)([O-])[O-].[K+].[K+].[CH3:18][C:19](=[CH2:22])[CH2:20]O>CC(=O)CC>[Cl:1][C:2]1[CH:3]=[CH:4][C:5]([N+:9]([O-:11])=[O:10])=[C:6]([O:8][CH2:20][C:19]([CH3:22])=[CH2:18])[CH:7]=1 |f:1.2.3|. Procedure details: A mixture of 30.0 g (0.17 mole) of 5-chloro-2-nitrophenol, 30.49 g (0.221 mole) of potassium carbonate, and 18.47 g (0.204 mole) of 2-methyl-2-propen-1-ol in 200 mL of 2-butanone was heated at 80° C. for approximately 16 hours. During this period the reaction changed color from orange to pale yellow. At the conclusion of this period the reaction mixture was filtered, and the filtrate was evaporated under reduced pressure, leaving 32.50 g of 4-chloro-2-(2-methyl-2-propen-1-yloxy)nitrobenzene as a... Reactants: C1(CCC1)C=1C(=CC(=NC1)C(=O)O)O[C@H](C(F)(F)F)C (5-Cyclobutyl-4-((S)-2,2,2-trifluoro-1-methyl-ethoxy)-pyridine-2-carboxylic acid), C1(CC1)CC(C)(N)C1=NOC(=N1)C (1-cyclopropyl-2-(5-methyl-1,2,4-oxadiazol-3-yl)propan-2-amine). Product: C1(CC1)CC(C1=NOC(=N1)C)(C)NC(=O)C1=NC=C(C(=C1)O[C@H](C(F)(F)F)C)C1CCC1 (5-Cyclobutyl-4-((S)-2,2,2-trifluoro-1-methyl-ethoxy)-pyridine-2-carboxylic acid [2-cyclopropyl-1-methyl-1-(5-methyl-[1,2,4]oxadiazol-3-yl)-ethyl]-amide). Reaction SMILES: [CH:1]1([C:5]2[C:6]([O:14][C@@H:15]([CH3:20])[C:16]([F:19])([F:18])[F:17])=[CH:7][C:8]([C:11]([OH:13])=O)=[N:9][CH:10]=2)[CH2:4][CH2:3][CH2:2]1.[CH:21]1([CH2:24][C:25]([C:28]2[N:32]=[C:31]([CH3:33])[O:30][N:29]=2)([NH2:27])[CH3:26])[CH2:23][CH2:22]1>>[CH:21]1([CH2:24][C:25]([NH:27][C:11]([C:8]2[CH:7]=[C:6]([O:14][C@@H:15]([CH3:20])[C:16]([F:19])([F:18])[F:17])[C:5]([CH:1]3[CH2:2][CH2:3][CH2:4]3)=[CH:10][N:9]=2)=[O:13])([CH3:26])[C:28]2[N:32]=[C:31]([CH3:33])[O:30][N:29]=2)[CH2:23][CH2:22]1. Procedure: The title compound was synthesized in analogy to Example 23b, using 5-Cyclobutyl-4-((S)-2,2,2-trifluoro-1-methyl-ethoxy)-pyridine-2-carboxylic acid (Example 110e) and 1-cyclopropyl-2-(5-methyl-1,2,4-oxadiazol-3-yl)propan-2-amine (Example 66d) as starting materials and isolated (85 mg, 68%) as colorless oil; MS (ESI, m/z): 453.6 (M+H+). Reactants: crude product, O\C(=C(/C=O)\C1=CC=CC=C1)\C1=CC=CC=C1 ((Z)-3-Hydroxy-2,3-diphenyl-propenal), CC=1C=CC(=CC1)S(=O)(=O)O (pTSA), CNC(=O)N (methyl urea), C(C)OCC (diethyl ether). The solvent is C(Cl)Cl (CH2Cl2), C1(=CC=CC=C1)C (toluene). Product: CN1C(N=CC(=C1C1=CC=CC=C1)C1=CC=CC=C1)=O (1-Methyl-5,6-diphenyl-1H-pyrimidin-2-one). Reaction SMILES: O/[C:2](/[C:12]1[CH:17]=[CH:16][CH:15]=[CH:14][CH:13]=1)=[C:3](/[C:6]1[CH:11]=[CH:10][CH:9]=[CH:8][CH:7]=1)\[CH:4]=O.CC1C=CC(S(O)(=O)=O)=CC=1.[CH3:29][NH:30][C:31]([NH2:33])=[O:32].C(OCC)C>C1(C)C=CC=CC=1.C(Cl)Cl>[CH3:29][N:30]1[C:2]([C:12]2[CH:17]=[CH:16][CH:15]=[CH:14][CH:13]=2)=[C:3]([C:6]2[CH:11]=[CH:10][CH:9]=[CH:8][CH:7]=2)[CH:4]=[N:33][C:31]1=[O:32]. Reported procedure: A solution of (Z)-3-hydroxy-2,3-diphenyl-propenal (105, 423 mg, 1.89 mmol), pTSA (30 mg, 7.56 mmol) and methyl urea (118 mg, 0.62 mmol) in toluene was heated at 110° C. overnight. The reaction was quenched with water, and the products were extracted with ethyl acetate. The organic layer was separated and washed with brine, and dried over MgSO4, and concentrated in vacuo to produce a yellow oil. The crude product was dissolved in CH2Cl2 and titrated with diethyl ether to give the title compound a...